Dataset: the Open Reaction Database (ORD), a public repository of structured organic reaction records. Task: describe an organic reaction: reactants, conditions, products, and yield Starting materials: CO (methanol), C(CCC)N (butylamine), solution, S1SC(CC1)CCCCCN1C(C2=CC=CC=C2C1=O)=O (2-[5-(1,2-dithiolan-3-yl)pentyl]isoindoline-1,3-dione). The solvent is C1(=CC=CC=C1)C (toluene). Run at time 1 hour. Yields the product S1SC(CC1)CCCCCNC(C1=CC=CC=C1)=O (N-[5-(1,2-Dithiolan-3-yl)pentyl]benzamide). The yield is 11.8%. RXN SMILES: CO.C(N)CCC.[S:8]1[CH2:12][CH2:11][CH:10]([CH2:13][CH2:14][CH2:15][CH2:16][CH2:17][N:18]2C(=O)[C:25]3[C:20](=[CH:21][CH:22]=[CH:23][CH:24]=3)[C:19]2=[O:28])[S:9]1>C1(C)C=CC=CC=1>[S:8]1[CH2:12][CH2:11][CH:10]([CH2:13][CH2:14][CH2:15][CH2:16][CH2:17][NH:18][C:19](=[O:28])[C:20]2[CH:25]=[CH:24][CH:23]=[CH:22][CH:21]=2)[S:9]1. Procedure details: 2 ml of methanol and 2 ml of butylamine were added to 3 ml of a solution of 1.6 mmol of 2-[5-(1,2-dithiolan-3-yl)pentyl]isoindoline-1,3-dione (prepared as described in Example 58) in toluene, and the mixture was stirred at room temperature for 1 hour. The reaction mixture was then left to stand at room temperature for 2 days, after which the solvent was removed from the reaction mixture by evaporation under reduced pressure. Water was added to the residue, and the mixture was extracted with ethy... Reactants: NC(N)=NC=1SC=C(N1)C1=NC(=CC=C1)CNC(=O)C1CN(CCC1)C(=O)OC(C)(C)C (2-(diaminomethyleneamino)-4-[6-(1-tert-butoxycarbonylpiperidin-3-yl)carbonylaminomethylpyridin-2-yl]thiazole), Cl (hydrogen chloride). Solvent: O1CCCC1 (tetrahydrofuran). Reaction conditions: time 7 hour. The product is NC(N)=NC=1SC=C(N1)C1=NC(=CC=C1)CNC(=O)C1CNCCC1 (2-(diaminomethyleneamino)-4-[6-(3-piperidyl)carbonylaminomethylpyridin-2-yl]thiazole). The yield is 31.6%. Reaction SMILES: [NH2:1][C:2](=[N:4][C:5]1[S:6][CH:7]=[C:8]([C:10]2[CH:15]=[CH:14][CH:13]=[C:12]([CH2:16][NH:17][C:18]([CH:20]3[CH2:25][CH2:24][CH2:23][N:22](C(OC(C)(C)C)=O)[CH2:21]3)=[O:19])[N:11]=2)[N:9]=1)[NH2:3].Cl>O1CCCC1>[NH2:1][C:2](=[N:4][C:5]1[S:6][CH:7]=[C:8]([C:10]2[CH:15]=[CH:14][CH:13]=[C:12]([CH2:16][NH:17][C:18]([CH:20]3[CH2:25][CH2:24][CH2:23][NH:22][CH2:21]3)=[O:19])[N:11]=2)[N:9]=1)[NH2:3]. Procedure: A mixture of 2-(diaminomethyleneamino)-4-[6-(1-tert-butoxycarbonylpiperidin-3-yl)carbonylaminomethylpyridin-2-yl]thiazole (1.9 g) and 4N-methanolic hydrogen chloride (40 ml) was stirred for 7 hours at ambient temperature. To the reaction mixture was added a tetrahydrofuran (40 ml) and the isolated precipitate was collected by filtration. The precipitate was added to water and adjusted to pH 13 with 5N-sodium hydroxide. The mixture was extracted with a mixture of ethyl acetate and tetrahydrofuran... Reactants: NCC(CO)O (3-amino-1,2-propanediol), ClC1=NC=C(C#N)C=C1 (6-chloronicotinonitrile). Solvent: O1CCOCC1 (dioxane), CCOC(=O)C (EtOAc). Run at temperature 80 celsius. The product is OC(CNC1=NC=C(C#N)C=C1)CO (6-[(2,3-dihydroxypropyl)amino]nicotinonitrile), powder. Yield: 46.0%. Reaction SMILES: [NH2:1][CH2:2][CH:3]([OH:6])[CH2:4][OH:5].Cl[C:8]1[CH:15]=[CH:14][C:11]([C:12]#[N:13])=[CH:10][N:9]=1>O1CCOCC1.CCOC(C)=O>[OH:6][CH:3]([CH2:4][OH:5])[CH2:2][NH:1][C:8]1[CH:15]=[CH:14][C:11]([C:12]#[N:13])=[CH:10][N:9]=1. Procedure: A mixture of 3-amino-1,2-propanediol (4.93 g, 54.1 mmol) and 6-chloronicotinonitrile (1.50 g, 10.8 mmol) was prepared in anhydrous dioxane (20 mL), and then stirred at RT for hours and 80° C. for additional hours. The reaction mixture was diluted with EtOAc (100 mL) and washed with a half saturated solution of brine (2×50 mL) and brine (50 mL). The aqueous layers were extracted with EtOAc (2×50 mL). The organic layers were combined, dried (Na2SO4) and concentrated under reduced pressure. After p... The reactants are BrC=1C=C2C(=CC1F)OC1=NC=C(C=C1C21N=C(OC1)N)I (7-bromo-8-fluoro-3-iodo-5′H-spiro[chromeno[2,3-b]pyridine-5,4′-oxazol]-2′-amine), CC(C)(C#C)O (2-methylbut-3-yn-2-ol). The reagents and catalysts are C=1C=CC(=CC1)[P](C=2C=CC=CC2)(C=3C=CC=CC3)[Pd]([P](C=4C=CC=CC4)(C=5C=CC=CC5)C=6C=CC=CC6)([P](C=7C=CC=CC7)(C=8C=CC=CC8)C=9C=CC=CC9)[P](C=1C=CC=CC1)(C=1C=CC=CC1)C=1C=CC=CC1 (Pd(PPh3)4), [Cu]I (copper(i) iodide). The solvent is CN(C)C=O (DMF). Reaction conditions: time 3 hour. The product is NC=1OCC2(N1)C1=CC(=C(C=C1OC1=NC=C(C=C12)C#CC(C)(O)C)F)Br (4-(2′-amino-7-bromo-8-fluoro-5′H-spiro[chromeno[2,3-b]pyridine-5,4′-oxazole]-3-yl)-2-methylbut-3-yn-2-ol). RXN SMILES: [Br:1][C:2]1[CH:3]=[C:4]2[C:16]3([CH2:20][O:19][C:18]([NH2:21])=[N:17]3)[C:15]3[C:10](=[N:11][CH:12]=[C:13](I)[CH:14]=3)[O:9][C:5]2=[CH:6][C:7]=1[F:8].[CH3:23][C:24]([OH:28])([C:26]#[CH:27])[CH3:25]>C1C=CC([P]([Pd]([P](C2C=CC=CC=2)(C2C=CC=CC=2)C2C=CC=CC=2)([P](C2C=CC=CC=2)(C2C=CC=CC=2)C2C=CC=CC=2)[P](C2C=CC=CC=2)(C2C=CC=CC=2)C2C=CC=CC=2)(C2C=CC=CC=2)C2C=CC=CC=2)=CC=1.[Cu]I.CN(C=O)C>[NH2:21][C:18]1[O:19][CH2:20][C:16]2([C:15]3[C:10](=[N:11][CH:12]=[C:13]([C:27]#[C:26][C:24]([CH3:25])([OH:28])[CH3:23])[CH:14]=3)[O:9][C:5]3[C:4]2=[CH:3][C:2]([Br:1])=[C:7]([F:8])[CH:6]=3)[N:17]=1 |^1:32,34,53,72|. Procedure: A vial charged with Pd(PPh3)4 (0.485 g, 0.420 mmol), copper(i) iodide (0.080 g, 0.420 mmol), 7-bromo-8-fluoro-3-iodo-5′H-spiro[chromeno[2,3-b]pyridine-5,4′-oxazol]-2′-amine (2.000 g, 4.20 mmol), 2-methylbut-3-yn-2-ol (0.353 g, 4.20 mmol) and 9 mL DMF was degassed with argon and treated with DIPA (2.99 mL, 21.01 mmol). The resulting black mixture was allowed to stir at RT for 3 hours. The reaction mixture was then poured into water (25 mL) and extracted with EtOAc (3×30 mL). The organics were dri... Starting materials: C(C)(=O)O[C@H]1[C@@H](O[C@@]([C@H]1OCC1=CC=CC=C1)(COCC1=CC=CC=C1)COC(C)=O)N1C2=NC=NC(=C2N=C1)NC(C1=CC=CC=C1)=O (9-(2-O-Acetyl-4-C-acetyloxymethyl-3,5-di-O-benzyl-β-D-ribofuranosyl)-6-N-benzoyl-adenine), C[O-].[Na+] (sodium methoxide), aqueous solution, Cl (HCl). Run in CO (methanol). Product: C(C1=CC=CC=C1)O[C@H]1[C@H]([C@@H](O[C@@]1(COCC1=CC=CC=C1)CO)N1C2=NC=NC(=C2N=C1)NC(C1=CC=CC=C1)=O)O (9-(3,5-Di-O-benzyl-4-C-hydroxymethyl-β-D-ribofuranosyl)-6-N-benzoyladenine), material. The yield is 73.0%. Procedure details: To a stirred solution of nucleoside 58 (4.18 9, 6.28 mmol) in methanol (50 cm3) was added sodium methoxide (0.75 g, 13.8 mmol) at 0° C. The reaction mixture was stirred for 2 h, and ice was added. The mixture was neutralised using a 20% aqueous solution of HCl. Extraction was performed using dichloromethane (3×75 cm3), the organic phase was separated, dried (Na2SO4) and evaporated under reduced pressure. The residue was purified by silica gel column chromatography using dichloromethane/methanol ... Reaction SMILES: C([O:4][C@@H:5]1[C@H:9]([O:10][CH2:11][C:12]2[CH:17]=[CH:16][CH:15]=[CH:14][CH:13]=2)[C@@:8]([CH2:27][O:28]C(=O)C)([CH2:18][O:19][CH2:20][C:21]2[CH:26]=[CH:25][CH:24]=[CH:23][CH:22]=2)[O:7][C@H:6]1[N:32]1[CH:40]=[N:39][C:38]2[C:33]1=[N:34][CH:35]=[N:36][C:37]=2[NH:41][C:42](=[O:49])[C:43]1[CH:48]=[CH:47][CH:46]=[CH:45][CH:44]=1)(=O)C.C[O-].[Na+].Cl>CO>[CH2:11]([O:10][C@@H:9]1[C@@:8]([CH2:27][OH:28])([CH2:18][O:19][CH2:20][C:21]2[CH:22]=[CH:23][CH:24]=[CH:25][CH:26]=2)[O:7][C@@H:6]([N:32]2[CH:40]=[N:39][C:38]3[C:33]2=[N:34][CH:35]=[N:36][C:37]=3[NH:41][C:42](=[O:49])[C:43]2[CH:44]=[CH:45][CH:46]=[CH:47][CH:48]=2)[C@@H:5]1[OH:4])[C:12]1[CH:13]=[CH:14][CH:15]=[CH:16][CH:17]=1 |f:1.2|. Reaction conditions: time 2 hour. The reactants are CC1(C)C(C(=O)O)C1C(Br)C(Br)(Br)Br, O=S(Cl)Cl. The product is CC1(C)C(C(=O)O)C1C(Br)C(Br)(Br)Br, [Cl-]. RXN SMILES: [CH3:1][C:2]1([CH3:14])[CH:3]([C:11](=[O:12])[OH:13])[CH:4]1[CH:5]([C:6]([Br:7])([Br:8])[Br:9])[Br:10].[S:15]([Cl:16])([Cl:17])=[O:18]>>[CH3:1][C:2]1([CH3:14])[CH:3]([C:11](=[O:12])[OH:13])[CH:4]1[CH:5]([C:6]([Br:7])([Br:8])[Br:9])[Br:10].[Cl-:17]. Yields the product CCN(Cc1ccc2nc(C)[nH]c(=O)c2c1)c1ccc(C(=O)NCc2nccn2Cc2ccccc2)cc1. Reactants: NCc1nccn1Cc1ccccc1, CCN(Cc1ccc2nc(C)[nH]c(=O)c2c1)c1ccc(C(=O)N=[N+]=[N-])cc1. Reaction SMILES: [CH2:28]([c:29]1[cH:30][cH:31][cH:32][cH:33][cH:34]1)[n:35]1[c:36]([CH2:40][NH2:41])[n:37][cH:38][cH:39]1.[CH3:1][c:2]1[n:3][c:4]2[cH:5][cH:6][c:7]([CH2:13][N:14]([CH2:15][CH3:16])[c:17]3[cH:18][cH:19][c:20]([C:21](=[O:22])[N:23]=[N+:24]=[N-:25])[cH:26][cH:27]3)[cH:8][c:9]2[c:10](=[O:12])[nH:11]1>>[CH3:1][c:2]1[n:3][c:4]2[cH:5][cH:6][c:7]([CH2:13][N:14]([CH2:15][CH3:16])[c:17]3[cH:18][cH:19][c:20]([C:21](=[O:22])[NH:23][CH2:40][c:36]4[n:35]([CH2:28][c:29]5[cH:30][cH:31][cH:32][cH:33][cH:34]5)[cH:39][cH:38][n:37]4)[cH:26][cH:27]3)[cH:8][c:9]2[c:10](=[O:12])[nH:11]1.